This data is from the Open Reaction Database (ORD), a public repository of structured organic reaction records. The task is: describe an organic reaction: reactants, conditions, products, and yield The reactants are N1=CC=CC2=CC=CC(=C12)S(=O)(=O)[O-].[Na+] (Sodium quinoline-8-sulfonate), aqueous solution, [OH-].[Na+] (sodium hydroxide), hydrogenated triphenyl. Solvent: O (water). Yields the product OC=1C=CC=C2C=CC=NC12 (8-hydroxyquinoline). The yield is 97.2%. RXN SMILES: [N:1]1[C:10]2[C:5](=[CH:6][CH:7]=[CH:8][C:9]=2S([O-])(=O)=O)[CH:4]=[CH:3][CH:2]=1.[Na+].[OH-:16].[Na+]>O>[OH:16][C:9]1[CH:8]=[CH:7][CH:6]=[C:5]2[C:10]=1[N:1]=[CH:2][CH:3]=[CH:4]2 |f:0.1,2.3|. Procedure: Sodium quinoline-8-sulfonate (231 g) was added to 170 g of a 50% aqueous solution of sodium hydroxide, and the mixture was stirred. Then, 900 g of a hydrogenated triphenyl mixture was mixed, and the mixture was dehydrated. The dehydrated mixture was reacted at 260° C. for 15 minutes in a nitrogen stream. After cooling, 600 ml of water was added to the reaction mixture to separate the reaction medium layer. The aqueous layer was decolorized with activated carbon, acidified and then extracted with... Reactants: C(C1=CC=CC=C1)N1CC=2C=CC(=NC2CC1)Cl (6-benzyl-2-chloro-5,6,7,8-tetrahydro-1,6-naphthyridine), ClC(=O)OC(C)Cl (1-chloroethyl chloroformate). Run in C(CCl)Cl (ClCH2CH2Cl). Reaction conditions: time 30 minute. Yields the product Cl.ClC1=NC=2CCNCC2C=C1 (2-chloro-5,6,7,8-tetrahydro-1,6-naphthyridine hydrochloride). Reaction SMILES: C([N:8]1[CH2:17][CH2:16][C:15]2[N:14]=[C:13]([Cl:18])[CH:12]=[CH:11][C:10]=2[CH2:9]1)C1C=CC=CC=1.ClC(OC(Cl)C)=O>C(Cl)CCl>[ClH:18].[Cl:18][C:13]1[CH:12]=[CH:11][C:10]2[CH2:9][NH:8][CH2:17][CH2:16][C:15]=2[N:14]=1 |f:3.4|. Reported procedure: A mixture of 6-benzyl-2-chloro-5,6,7,8-tetrahydro-1,6-naphthyridine (98 mg, 0.38 mmol) and 1-chloroethyl chloroformate (0.05 mL, 0.46 mmol) in ClCH2CH2Cl (10 mL) is refluxed for 3 hr. The solvent is removed and the residue is dissolved in MeOH (10 mL) and the mixture is reflux for 30 min. Solvent is removed in vacuo and the residue is stirred with ether (10 mL) for 30 min at rt and filtered. The resulting light brown solid is used in the next step without further purification. MS (M+1): 169.1. The reactants are C1(=CC=CC=C1)SC (Thioanisole), FC(C(=O)O)(F)F (trifluoroacetic acid), C(C1=CC=CC=C1)OC1=C(C(=O)NC2=C(C(=O)OC(C)(C)C)C=CC(=C2)C2=CC=CC=C2)C=C(C=C1)N1CCSCC1 (tert-butyl 2-(2-(benzyloxy)-5-(thiomorpholin-4-yl)benzamido)-4-phenylbenzoate). Conditions: time 24 hour. Yields the product OC1=C(C(=O)NC2=C(C(=O)O)C=CC(=C2)C2=CC=CC=C2)C=C(C=C1)N1CCSCC1 (2-(2-hydroxy-5-(thiomorpholin-4-yl)benzamido)-4-phenylbenzoic acid). Yield: 62.8%. As a reaction SMILES: C1(SC)C=CC=CC=1.FC(F)(F)C(O)=O.C([O:23][C:24]1[CH:51]=[CH:50][C:49]([N:52]2[CH2:57][CH2:56][S:55][CH2:54][CH2:53]2)=[CH:48][C:25]=1[C:26]([NH:28][C:29]1[CH:41]=[C:40]([C:42]2[CH:47]=[CH:46][CH:45]=[CH:44][CH:43]=2)[CH:39]=[CH:38][C:30]=1[C:31]([O:33]C(C)(C)C)=[O:32])=[O:27])C1C=CC=CC=1>>[OH:23][C:24]1[CH:51]=[CH:50][C:49]([N:52]2[CH2:53][CH2:54][S:55][CH2:56][CH2:57]2)=[CH:48][C:25]=1[C:26]([NH:28][C:29]1[CH:41]=[C:40]([C:42]2[CH:43]=[CH:44][CH:45]=[CH:46][CH:47]=2)[CH:39]=[CH:38][C:30]=1[C:31]([OH:33])=[O:32])=[O:27]. Procedure details: Thioanisole (1.0 mL) was added to a trifluoroacetic acid (2.0 mL) solution of tert-butyl 2-(2-(benzyloxy)-5-(thiomorpholin-4-yl)benzamido)-4-phenylbenzoate (0.10 g), followed by stirring at room temperature for 24 hours. The solvent was evaporated under reduced pressure, and a 4 mol/L hydrogen chloride-dioxane solution (0.5 mL) and ethyl acetate (1.0 mL) were added to the residue, followed by stirring at room temperature for 3 hours. The solid substance was collected by filtration, and water and... Starting materials: BrC1=CC=CC(=N1)C(=O)NC=1OC(=NN1)C=1OC=CC1 (6-bromo-N-[5-(2-furyl)-1,3,4-oxadiazol-2-yl]-2-pyridinecarboxamide), C(C)C1=CC=C(C=C1)C1=CC=C(C=C1)B(O)O (4′-ethyl-4-biphenylboronic acid). Product: C(C)C1=CC=C(C=C1)C1=CC=C(C=C1)C1=CC=CC(=N1)C(=O)NC=1OC(=NN1)C=1OC=CC1 (6-(4′-Ethyl-4-biphenylyl)-N-[5-(2-furyl)-1,3,4-oxadiazol-2-yl]-2-pyridinecarboxamide). Reaction SMILES: Br[C:2]1[N:7]=[C:6]([C:8]([NH:10][C:11]2[O:12][C:13]([C:16]3[O:17][CH:18]=[CH:19][CH:20]=3)=[N:14][N:15]=2)=[O:9])[CH:5]=[CH:4][CH:3]=1.[CH2:21]([C:23]1[CH:28]=[CH:27][C:26]([C:29]2[CH:34]=[CH:33][C:32](B(O)O)=[CH:31][CH:30]=2)=[CH:25][CH:24]=1)[CH3:22]>>[CH2:21]([C:23]1[CH:28]=[CH:27][C:26]([C:29]2[CH:34]=[CH:33][C:32]([C:2]3[N:7]=[C:6]([C:8]([NH:10][C:11]4[O:12][C:13]([C:16]5[O:17][CH:18]=[CH:19][CH:20]=5)=[N:14][N:15]=4)=[O:9])[CH:5]=[CH:4][CH:3]=3)=[CH:31][CH:30]=2)=[CH:25][CH:24]=1)[CH3:22]. Reported procedure: The title compound was synthesized in accordance with the synthesis method of compound Ia-50, using 6-bromo-N-[5-(2-furyl)-1,3,4-oxadiazol-2-yl]-2-pyridinecarboxamide prepared in Reference Example 11 instead of compound Ia-50 and using commercially available 4′-ethyl-4-biphenylboronic acid instead of 1-methyl-5-indoleboronic acid pinacol ester. The reactants are CN1CCN(CC1)C(=O)C1(CCCC1)NC(OC(C)(C)C)=O (tert-butyl 1-[(4-methyl-1-piperazinyl)carbonyl]cyclopentylcarbamate), Cl (HCl). Run in CCOC(=O)C (EtOAc). Reaction conditions: time 4 hour. Product: Cl.Cl.NC1(CCCC1)C(=O)N1CCN(CC1)C ((1-aminocyclopentyl)(4-methyl-1-piperazinyl)methanone dihydrochloride). Reaction SMILES: [CH3:1][N:2]1[CH2:7][CH2:6][N:5]([C:8]([C:10]2([NH:15]C(=O)OC(C)(C)C)[CH2:14][CH2:13][CH2:12][CH2:11]2)=[O:9])[CH2:4][CH2:3]1.[ClH:23]>CCOC(C)=O>[ClH:23].[ClH:23].[NH2:15][C:10]1([C:8]([N:5]2[CH2:6][CH2:7][N:2]([CH3:1])[CH2:3][CH2:4]2)=[O:9])[CH2:14][CH2:13][CH2:12][CH2:11]1 |f:3.4.5|. Procedure details: A suspension of tert-butyl 1-[(4-methyl-1-piperazinyl)carbonyl]cyclopentylcarbamate (2.2 g, 7.06 mmol) in EtOAc (120 ml) at 4° C. was saturated with HCl gas, and the reaction then stirred for 4 h. The mixture was azeotroped with EtOAc, then dry Et2O, and dried under vacuum to afford (1-aminocyclopentyl)(4-methyl-1-piperazinyl)methanone dihydrochloride (2.1 g) as a white solid. Starting materials: Cl (Hydrochloric acid), C(O)([O-])=O.[Na+] (sodium hydrogen carbonate), C(=O)C=1N=C(N(C1)C(C(=O)OC)C1=CC=CC=C1)C1=CC=CC=C1 (methyl (4-formyl-2-phenyl-1H-imidazol-1-yl)(phenyl)acetate), CO.CN (methylamine methanol), [BH4-].[Na+] (Sodium borohydride). Reaction SMILES: [CH:1]([C:3]1[N:4]=[C:5]([C:19]2[CH:24]=[CH:23][CH:22]=[CH:21][CH:20]=2)[N:6]([CH:8]([C:13]2[CH:18]=[CH:17][CH:16]=[CH:15][CH:14]=2)[C:9]([O:11]C)=O)[CH:7]=1)=O.CO.[CH3:27][NH2:28].[BH4-].[Na+].[ClH:31].C(=O)([O-])O.[Na+]>CO>[ClH:31].[ClH:31].[CH3:27][NH:28][CH2:1][C:3]1[N:4]=[C:5]([C:19]2[CH:24]=[CH:23][CH:22]=[CH:21][CH:20]=2)[N:6]([CH:8]([C:13]2[CH:18]=[CH:17][CH:16]=[CH:15][CH:14]=2)[CH2:9][OH:11])[CH:7]=1 |f:1.2,3.4,6.7,9.10.11|. Reaction conditions: time 15 minute. Yields the product Cl.Cl.CNCC=1N=C(N(C1)C(CO)C1=CC=CC=C1)C1=CC=CC=C1 (2-{4-[(methylamino)methyl]-2-phenyl-1H-imidazol-1-yl}-2-phenylethanol dihydrochloride). Solvent: CO (methanol). The yield is 27.0%. Reported procedure: To a solution of methyl (4-formyl-2-phenyl-1H-imidazol-1-yl)(phenyl)acetate (200 mg) in methanol (10 mL) was added 40% methylamine methanol solution (243 mg) and the mixture was stirred for 15 min. Sodium borohydride (71 mg) was added and the mixture was stirred for 30 min. 1 mol/L Hydrochloric acid was added to the reaction mixture and the mixture was stirred for 5 min. The mixture was neutralized with saturated sodium hydrogen carbonate solution, and extracted with ethyl acetate-tetrahydrofura... Reactants: C(C1=CC=CC=C1)OC(=O)NC1=CN=C(N(C1=O)CC(=O)NC(CC1=CC=CC=C1)C(O)C=1OC2=C(N1)C=C(C=C2)C(=O)NCC)C2=CC=C(C=C2)F (2-[5-benzyloxycarbonylamino-2-(4-fluorophenyl)-6-oxo-1,6-dihydro-1-pyrimidinyl]-N-[1-[[5-(ethylaminocarbonyl)benzoxazol-2-yl]hydroxymethyl]-2-phenylethyl]acetamide), CC(=O)OI1(C=2C=CC=CC2C(=O)O1)(OC(=O)C)OC(=O)C (Dess-Martin periodinane), S(=S)(=O)([O-])[O-].[Na+].[Na+] (sodium thiosulfate), C(O)([O-])=O.[Na+] (sodium hydrogencarbonate). Run in CS(=O)C (DMSO). Run at time 1.5 hour. The product is C(C1=CC=CC=C1)OC(=O)NC1=CN=C(N(C1=O)CC(=O)NC(CC1=CC=CC=C1)C(=O)C=1OC2=C(N1)C=C(C=C2)C(=O)NCC)C2=CC=C(C=C2)F (2-[5-benzyloxycarbonylamino-2-(4-fluorophenyl)-6-oxo-1,6-dihydro-1-pyrimidinyl]-N-[1-[[5-(ethylaminocarbonyl)benzoxazol-2-yl]carbonyl]-2-phenylethyl]acetamide). Yield: 60.0%. As a reaction SMILES: [CH2:1]([O:8][C:9]([NH:11][C:12]1[C:17](=[O:18])[N:16]([CH2:19][C:20]([NH:22][CH:23]([CH:31]([C:33]2[O:34][C:35]3[CH:41]=[CH:40][C:39]([C:42]([NH:44][CH2:45][CH3:46])=[O:43])=[CH:38][C:36]=3[N:37]=2)[OH:32])[CH2:24][C:25]2[CH:30]=[CH:29][CH:28]=[CH:27][CH:26]=2)=[O:21])[C:15]([C:47]2[CH:52]=[CH:51][C:50]([F:53])=[CH:49][CH:48]=2)=[N:14][CH:13]=1)=[O:10])[C:2]1[CH:7]=[CH:6][CH:5]=[CH:4][CH:3]=1.CC(OI1(OC(C)=O)(OC(C)=O)OC(=O)C2C=CC=CC1=2)=O.C(=O)([O-])O.[Na+].S([O-])([O-])(=O)=S.[Na+].[Na+]>CS(C)=O>[CH2:1]([O:8][C:9]([NH:11][C:12]1[C:17](=[O:18])[N:16]([CH2:19][C:20]([NH:22][CH:23]([C:31]([C:33]2[O:34][C:35]3[CH:41]=[CH:40][C:39]([C:42]([NH:44][CH2:45][CH3:46])=[O:43])=[CH:38][C:36]=3[N:37]=2)=[O:32])[CH2:24][C:25]2[CH:26]=[CH:27][CH:28]=[CH:29][CH:30]=2)=[O:21])[C:15]([C:47]2[CH:48]=[CH:49][C:50]([F:53])=[CH:51][CH:52]=2)=[N:14][CH:13]=1)=[O:10])[C:2]1[CH:7]=[CH:6][CH:5]=[CH:4][CH:3]=1 |f:2.3,4.5.6|. Procedure details: To a solution of the objective compound (448 mg, 0.623 mmol) of Step (2) in DMSO (5 mL) was added Dess-Martin periodinane (446 mg, 1.05 mmol) and the mixture was stirred at room temperature for 1.5 hours. To the reaction mixture was added a saturated aqueous sodium hydrogencarbonate solution (5 mL) containing sodium thiosulfate in a concentration of 0.22 g/mL, and the mixture was stirred at room temperature and extracted with ethyl acetate. The insoluble material in the extract was collected by ... Starting materials: C1(=CC=CC=C1)[Mg]Cl.O1CCCC1 (phenylmagnesium chloride THF), C1=CC(=CC=C1Cl)Br (1,4-bromochlorobenzene). The reagents and catalysts are C1=CC=C(C=C1)P([C-]2C=CC=C2)C3=CC=CC=C3.C1=CC=C(C=C1)P([C-]2C=CC=C2)C3=CC=CC=C3.Cl[Pd]Cl.[Fe+2] (Pd(dppf)Cl2). Run in O1CCCC1 (tetrahydrofuran). Yields the product ClC1=CC=C(C=C1)C1=CC=CC=C1 (4-chlorobiphenyl). RXN SMILES: [C:1]1([Mg]Cl)[CH:6]=[CH:5][CH:4]=[CH:3][CH:2]=1.O1CCCC1.[CH:14]1[C:19]([Cl:20])=[CH:18][CH:17]=[C:16](Br)[CH:15]=1>O1CCCC1.C1C=CC(P(C2C=CC=CC=2)[C-]2C=CC=C2)=CC=1.C1C=CC(P(C2C=CC=CC=2)[C-]2C=CC=C2)=CC=1.Cl[Pd]Cl.[Fe+2]>[Cl:20][C:19]1[CH:18]=[CH:17][C:16]([C:1]2[CH:6]=[CH:5][CH:4]=[CH:3][CH:2]=2)=[CH:15][CH:14]=1 |f:0.1,4.5.6.7|. Procedure: 6 mol of a 26% strength by weight phenylmagnesium chloride/THF solution are added dropwise in the course of 4 hours to a boiling solution of 6 mol of 1,4-bromochlorobenzene and 100 mg of Pd(dppf)Cl2 *CH2Cl2 in 600 g of tetrahydrofuran (THF). After completion of the addition, the reaction mixture is refluxed for a further 5 hours. After hydrolysis with 3600 g of 8% strength by weight sulfuric acid, phase separation and subsequent removal of the solvent by distillation, crude 4-chlorobiphenyl is o...